This data is from the Open Reaction Database (ORD), a public repository of structured organic reaction records. The task is: describe an organic reaction: reactants, conditions, products, and yield Starting materials: C(=O)(OC)CC1=CC=C(OC=2C=C(C=CC2)N(S(=O)(=O)CC)CC=2C=NC=CC2)C=C1 (N-(3-(4-Carbomethoxymethylphenoxy)phenyl)-N-(ethanesulfonyl)pyrid-3-ylmethylamine), [OH-].[Na+] (NaOH). The solvent is C1CCOC1 (THF). Reaction conditions: time 8 hour. Yields the product C(=O)(O)CC1=CC=C(OC=2C=C(C=CC2)N(S(=O)(=O)CC)CC=2C=NC=CC2)C=C1 (N-(3-(4-Carboxymethylphenoxy)phenyl)-N-(ethanesulfonyl)pyrid-3-ylmethylamine). As a reaction SMILES: [C:1]([CH2:5][C:6]1[CH:31]=[CH:30][C:9]([O:10][C:11]2[CH:12]=[C:13]([N:17]([CH2:23][C:24]3[CH:25]=[N:26][CH:27]=[CH:28][CH:29]=3)[S:18]([CH2:21][CH3:22])(=[O:20])=[O:19])[CH:14]=[CH:15][CH:16]=2)=[CH:8][CH:7]=1)([O:3]C)=[O:2].[OH-].[Na+]>C1COCC1>[C:1]([CH2:5][C:6]1[CH:7]=[CH:8][C:9]([O:10][C:11]2[CH:12]=[C:13]([N:17]([CH2:23][C:24]3[CH:25]=[N:26][CH:27]=[CH:28][CH:29]=3)[S:18]([CH2:21][CH3:22])(=[O:20])=[O:19])[CH:14]=[CH:15][CH:16]=2)=[CH:30][CH:31]=1)([OH:3])=[O:2] |f:1.2|. Reported procedure: N-(3-(4-Carbomethoxymethylphenoxy)phenyl)-N-(ethanesulfonyl)pyrid-3-ylmethylamine (1.0 equiv.) was dissolved in THF (3.3 M) and treated with 1N NaOH (3 equiv.). The reaction was stirred overnight then concentrated in vacuo to remove THF. The pH was adjusted to 4 with HCl, which caused the title compound to precipitate. The solid was collected via filtration washing with pH=4 water to give the title compound. Anal Calcd for C22H22N2O5S.0.2H2O: C, 61.44; H, 5.25; N, 6.51. Found: C, 61.39; H, 5.12;... Reactants: CN1C(CCC2=CC(=CC=C12)C(CC)=O)=O (1-methyl-2-oxo-6-propionyl-1,2,3,4-tetrahydroquinoline), ClC=1C(C(=C(C(C1Cl)=O)C#N)C#N)=O (2,3-dichloro-5,6-dicyano-1,4-benzoquinone). The solvent is C1=CC=CC=C1 (benzene). Yields the product CN1C(C=CC2=CC(=CC=C12)C(CC)=O)=O (1-methyl-2-oxo-6-propionyl-1,2-dihydroquinoline). Yield: 39.0%. Reaction SMILES: [CH3:1][N:2]1[C:11]2[C:6](=[CH:7][C:8]([C:12](=[O:15])[CH2:13][CH3:14])=[CH:9][CH:10]=2)[CH2:5][CH2:4][C:3]1=[O:16].ClC1C(=O)C(C#N)=C(C#N)C(=O)C=1Cl>C1C=CC=CC=1>[CH3:1][N:2]1[C:11]2[C:6](=[CH:7][C:8]([C:12](=[O:15])[CH2:13][CH3:14])=[CH:9][CH:10]=2)[CH:5]=[CH:4][C:3]1=[O:16]. Procedure: A solution of 1-methyl-2-oxo-6-propionyl-1,2,3,4-tetrahydroquinoline (20 g) and 2,3-dichloro-5,6-dicyano-1,4-benzoquinone (20.9 g) in benzene (250 ml) was refluxed for 1 day. The mixture was filtered by suction and evaporated. The residue was chromatographed on silica gel (400 g) with a mixture of benzene and ethyl acetate (1:1) as an eluent. The eluates were concentrated to give an oil of 1-methyl-2-oxo-6-propionyl-1,2-dihydroquinoline (7.72 g).